Dataset: the Open Reaction Database (ORD), a public repository of structured organic reaction records. Task: describe an organic reaction: reactants, conditions, products, and yield The reactants are NC1=NC=2C=CC=CC2C=2C1=NN(C2CC2(CCCCC2)O)CC (1-[(4-Amino-2-ethyl-2H-pyrazolo[3,4-c]quinolin-1-yl)methyl]cyclohexanol). The reagents and catalysts are [Pt](=O)=O (platinum(IV) oxide). Run in FC(C(=O)O)(F)F (trifluoroacetic acid). Reaction conditions: time 16 hour. Yields the product NC1=NC=2CCCCC2C=2C1=NN(C2CC2(CCCCC2)O)CC (1-[(4-amino-2-ethyl-6,7,8,9-tetrahydro-2H-pyrazolo[3,4-c]quinolin-1-yl)methyl]cyclohexanol). Yield: 37.0%. As a reaction SMILES: [NH2:1][C:2]1[C:11]2=[N:12][N:13]([CH2:23][CH3:24])[C:14]([CH2:15][C:16]3([OH:22])[CH2:21][CH2:20][CH2:19][CH2:18][CH2:17]3)=[C:10]2[C:9]2[CH:8]=[CH:7][CH:6]=[CH:5][C:4]=2[N:3]=1>FC(F)(F)C(O)=O.[Pt](=O)=O>[NH2:1][C:2]1[C:11]2=[N:12][N:13]([CH2:23][CH3:24])[C:14]([CH2:15][C:16]3([OH:22])[CH2:21][CH2:20][CH2:19][CH2:18][CH2:17]3)=[C:10]2[C:9]2[CH2:8][CH2:7][CH2:6][CH2:5][C:4]=2[N:3]=1. Reported procedure: 1-[(4-Amino-2-ethyl-2H-pyrazolo[3,4-c]quinolin-1-yl)methyl]cyclohexanol (0.226 g, 0.70 mmol) and platinum(IV) oxide (0.107 g, 0.47 mmol) were slurried in trifluoroacetic acid (10 mL). The flask was degassed three times and charged to 50 psi hydrogen (3.45×105 Pa). After 16 hours, the catalyst was removed via filtration through a bed of CELITE filter agent, rinsing with methanol. The filtrate was concentrated. The oily residue was dissolved in 6N hydrochloric acid (3 mL). The acidic mixture was b...